This data is from the Open Reaction Database (ORD), a public repository of structured organic reaction records. The task is: describe an organic reaction: reactants, conditions, products, and yield Starting materials: [Cl-].[Na+] (sodium chloride), C([O-])([O-])=O.[K+].[K+] (Potassium carbonate), FC=1C=CC(=C(C1)C)[N+](=O)[O-] (5-fluoro-2-nitrotoluene), C(C=1C(O)=CC=CC1)(=O)OC (methyl salicylate). The solvent is CN(C=O)C (N,N-dimethylformamide). Conditions: temperature 140 celsius, time 1 hour. The product is CC=1C=C(OC2=C(C(=O)OC)C=CC=C2)C=CC1[N+](=O)[O-] (methyl 2-(3-methyl-4-nitrophenoxy)benzoate). Isolated yield 101.5%. RXN SMILES: C(=O)([O-])[O-].[K+].[K+].F[C:8]1[CH:9]=[CH:10][C:11]([N+:15]([O-:17])=[O:16])=[C:12]([CH3:14])[CH:13]=1.[C:18]([O:27][CH3:28])(=[O:26])[C:19]1[C:20](=[CH:22][CH:23]=[CH:24][CH:25]=1)[OH:21].[Cl-].[Na+]>CN(C)C=O>[CH3:14][C:12]1[CH:13]=[C:8]([CH:9]=[CH:10][C:11]=1[N+:15]([O-:17])=[O:16])[O:21][C:20]1[CH:22]=[CH:23][CH:24]=[CH:25][C:19]=1[C:18]([O:27][CH3:28])=[O:26] |f:0.1.2,5.6|. Reported procedure: Potassium carbonate (1.16 g, 8.39 mmol) was added to a solution of 5-fluoro-2-nitrotoluene (1.0 g, 6.45 mmol) and methyl salicylate (1.18 g, 7.74 mmol) in N,N-dimethylformamide (8 ml), and the resulting mixture was stirred at 140° C. for 1 hour. After the reaction, the reaction solution was cooled to 0° C. and a saturated aqueous sodium chloride solution was added thereto, followed by extraction with ethyl acetate. The organic layer was washed with water and a saturated aqueous sodium chloride s... Reactants: C(C(C)(C)C)(=O)OC[C@H](C=1C(=C2C=CC(=NC2=CC1C)OS(=O)(=O)C(F)(F)F)C1=CC=C(C=C1)Cl)OC(C)(C)C ((S)-2-tert-butoxy-2-(5-(4-chlorophenyl)-7-methyl-2-(trifluoromethylsulfonyloxy)quinolin-6-yl)ethyl pivalate), C(C(C)(C)C)(=O)OC[C@H](C=1C(=C2C=CC(=NC2=CC1C)OS(=O)(=O)C(F)(F)F)C1=CC=C(C=C1)Cl)OC(C)(C)C ((S)-2-tert-butoxy-2-(5-(4-chlorophenyl)-7-methyl-2-(trifluoromethylsulfonyloxy)quinolin-6-yl)ethyl pivalate), ClC1=CC=C(C=C1)B(O)O (4-chlorophenylboronic acid), C(=O)([O-])[O-].[Na+].[Na+] (Na2CO3). Reagents/catalysts: C=1C=CC(=CC1)[P](C=2C=CC=CC2)(C=3C=CC=CC3)[Pd]([P](C=4C=CC=CC4)(C=5C=CC=CC5)C=6C=CC=CC6)([P](C=7C=CC=CC7)(C=8C=CC=CC8)C=9C=CC=CC9)[P](C=1C=CC=CC1)(C=1C=CC=CC1)C=1C=CC=CC1 (Pd(PPh3)4). Solvent: COCCOC (1,2-dimethoxyethane). Reaction conditions: temperature 90 celsius. Product: C(C(C)(C)C)(=O)OC[C@@H](OC(C)(C)C)C=1C(=C2C=CC(=NC2=CC1C)C1=CC=C(C=C1)Cl)C1=CC=C(C=C1)Cl ((S)-2-(2,5-bis(4-chlorophenyl)-7-methylquinolin-6-yl)-2-tert-butoxyethyl pivalate), C(=O)(C(F)(F)F)O (TFA). Isolated yield 328.9%. RXN SMILES: [C:1]([O:7][CH2:8][C@@H:9]([O:36][C:37]([CH3:40])([CH3:39])[CH3:38])[C:10]1[C:11]([C:29]2[CH:34]=[CH:33][C:32]([Cl:35])=[CH:31][CH:30]=2)=[C:12]2[C:17](=[CH:18][C:19]=1[CH3:20])[N:16]=[C:15](OS([C:25]([F:28])([F:27])[F:26])(=O)=O)[CH:14]=[CH:13]2)(=[O:6])[C:2]([CH3:5])([CH3:4])[CH3:3].[Cl:41][C:42]1[CH:47]=[CH:46][C:45](B(O)O)=[CH:44][CH:43]=1.[C:51]([O-])([O-:53])=[O:52].[Na+].[Na+]>COCCOC.C1C=CC([P]([Pd]([P](C2C=CC=CC=2)(C2C=CC=CC=2)C2C=CC=CC=2)([P](C2C=CC=CC=2)(C2C=CC=CC=2)C2C=CC=CC=2)[P](C2C=CC=CC=2)(C2C=CC=CC=2)C2C=CC=CC=2)(C2C=CC=CC=2)C2C=CC=CC=2)=CC=1>[C:1]([O:7][CH2:8][C@H:9]([C:10]1[C:11]([C:29]2[CH:34]=[CH:33][C:32]([Cl:35])=[CH:31][CH:30]=2)=[C:12]2[C:17](=[CH:18][C:19]=1[CH3:20])[N:16]=[C:15]([C:45]1[CH:46]=[CH:47][C:42]([Cl:41])=[CH:43][CH:44]=1)[CH:14]=[CH:13]2)[O:36][C:37]([CH3:40])([CH3:39])[CH3:38])(=[O:6])[C:2]([CH3:3])([CH3:5])[CH3:4].[C:51]([OH:53])([C:25]([F:26])([F:27])[F:28])=[O:52] |f:2.3.4,^1:66,68,87,106|. Procedure: Pd(PPh3)4 (4.6 mg, 0.004 mmol) was added to a mixture (S)-2-tert-butoxy-2-(5-(4-chlorophenyl)-7-methyl-2-(trifluoromethylsulfonyloxy)quinolin-6-yl)ethyl pivalate (compound of Example 26) (25 mg, 0.04 mmol), 4-chlorophenylboronic acid (13 mg, 0.08 mmol), Na2CO3 (0.14 mL 1 M in water, 0.14 mmol) in 1,2-dimethoxyethane (2 mL). The reaction mixture was flushed with nitrogen, heated at 90° C. for 16 hours, and then the volatile component was removed in vacuo. The residue was dissolved in ethyl acetat... The reactants are O=C([O-])[O-], CI, [K+], [K+], CC(C)(CC(N)=O)CC(=O)O, CN(C)C=O. Yields the product COC(=O)CC(C)(C)CC(N)=O. Reaction SMILES: [C:12](=[O:13])([O-:14])[O-:15].[CH3:18][I:19].[K+:16].[K+:17].[NH2:1][C:2]([CH2:3][C:4]([CH2:5][C:6](=[O:7])[OH:8])([CH3:9])[CH3:10])=[O:11].[O:20]=[CH:21][N:22]([CH3:23])[CH3:24]>>[NH2:1][C:2]([CH2:3][C:4]([CH2:5][C:6](=[O:7])[O:8][CH3:12])([CH3:9])[CH3:10])=[O:11]. Reactants: BrC1=C(C=CC(=C1)[N+](=O)[O-])C (2-bromo-4-nitrotoluene), C([O-])([O-])=O.[K+].[K+] (potassium carbonate), CC1=C(C=CC(=C1)C(CC)=O)B(O)O (2-methyl-4-propionylbenzeneboronic acid). The reagents and catalysts are C=1C=CC(=CC1)[P](C=2C=CC=CC2)(C=3C=CC=CC3)[Pd]([P](C=4C=CC=CC4)(C=5C=CC=CC5)C=6C=CC=CC6)([P](C=7C=CC=CC7)(C=8C=CC=CC8)C=9C=CC=CC9)[P](C=1C=CC=CC1)(C=1C=CC=CC1)C=1C=CC=CC1 (tetrakis(triphenylphosphine)palladium). Run in C(OC)COC (dimethoxyethane). Conditions: temperature 90 celsius, time 14 hour. The product is CC1=C(C=CC(=C1)C(CC)=O)C1=C(C=CC(=C1)[N+](=O)[O-])C (1-(2,2′-Dimethyl-5′-nitrobiphenyl-4-yl)propan-1-one). Yield: 81.2%. Reaction SMILES: [CH3:1][C:2]1[CH:7]=[C:6]([C:8](=[O:11])[CH2:9][CH3:10])[CH:5]=[CH:4][C:3]=1B(O)O.Br[C:16]1[CH:21]=[C:20]([N+:22]([O-:24])=[O:23])[CH:19]=[CH:18][C:17]=1[CH3:25].C(=O)([O-])[O-].[K+].[K+]>C(COC)OC.C1C=CC([P]([Pd]([P](C2C=CC=CC=2)(C2C=CC=CC=2)C2C=CC=CC=2)([P](C2C=CC=CC=2)(C2C=CC=CC=2)C2C=CC=CC=2)[P](C2C=CC=CC=2)(C2C=CC=CC=2)C2C=CC=CC=2)(C2C=CC=CC=2)C2C=CC=CC=2)=CC=1>[CH3:1][C:2]1[CH:7]=[C:6]([C:8](=[O:11])[CH2:9][CH3:10])[CH:5]=[CH:4][C:3]=1[C:16]1[CH:21]=[C:20]([N+:22]([O-:24])=[O:23])[CH:19]=[CH:18][C:17]=1[CH3:25] |f:2.3.4,^1:41,43,62,81|. Reported procedure: 2.5 g (13 mmol) of 2-methyl-4-propionylbenzeneboronic acid are placed in 100 ml of dimethoxyethane in a round-bottomed flask, and 2.2 g (10 mmol) of 2-bromo-4-nitrotoluene and 13 ml of aqueous 2M potassium carbonate solution are added. The medium is degassed for 10 minutes with a flow of nitrogen, and 580 mg (0.5 mmol) of tetrakis(triphenylphosphine)palladium are then added. The medium is stirred for 14 hours at 90° C. and then worked up as usual. The residue is obtained after chromatography on ... Starting materials: [OH-].[K+] (potassium hydroxide), C1(CCCC1)OC1=CC(=NC=C1OC)C(=O)OC (methyl 4-cyclopentyloxy-5-methoxypyridine-2-carboxylate). The solvent is O (water), CO (methanol). Run at time 45 hour. The product is C1(CCCC1)OC1=CC(=NC=C1OC)C(=O)O (4-cyclopentyloxy-5-methoxypyridine-2-carboxylic acid). Isolated yield 36.2%. Reaction SMILES: [OH-].[K+].[CH:3]1([O:8][C:9]2[C:14]([O:15][CH3:16])=[CH:13][N:12]=[C:11]([C:17]([O:19]C)=[O:18])[CH:10]=2)[CH2:7][CH2:6][CH2:5][CH2:4]1>O.CO>[CH:3]1([O:8][C:9]2[C:14]([O:15][CH3:16])=[CH:13][N:12]=[C:11]([C:17]([OH:19])=[O:18])[CH:10]=2)[CH2:4][CH2:5][CH2:6][CH2:7]1 |f:0.1|. Procedure details: A solution of potassium hydroxide (4.71 g) in water (32 mL) is added to a solution of methyl 4-cyclopentyloxy-5-methoxypyridine-2-carboxylate (7.03 g) in methanol (188 mL) and the mixture allowed to stand for 45 hours. After concentrating in vacuo the residue is dissolved in water, washed with ethyl acetate and basefied to pH 5 with concentrated aqueous hydrochloric acid. The mixture is extracted with dichloromethane, the extracts dried (MgSO4) and evaporated to give 4-cyclopentyloxy-5-methoxypy... The solvent is CO (MeOH). Yields the product Cl.C(C1=CC=CC=C1)C1NCCCC1 (2-Benzylpiperdine hydrochloride). Conditions: time 5 hour. The yield is 94.0%. Reactants: C(C1=CC=CC=C1)C1=NC=CC=C1 (2-benzylpyridine), Cl (HCl), CCO (EtOH), Pt. Procedure details: A solution of 2-benzylpyridine (2.0 g, 12 mmol) in MeOH (50 mL) containing conc. HCl (1 mL) was hydrogenated in a Parr apparatus over Pt (PtO2, 30 mg) at 25° C. The reaction was allowed to proceed at 22 psi for 5 h, 45 psi for 4 h, then overnight at 22 to 12 psi. The catalyst was removed by filtration and the solvent was removed in vacuo to give a syrup. Absolute EtOH (50 mL) was added and then evaporated in vacuo. This was repeated to give a near colorless solid. The solid was triturated with e... RXN SMILES: [CH2:1]([C:8]1[CH:13]=[CH:12][CH:11]=[CH:10][N:9]=1)[C:2]1[CH:7]=[CH:6][CH:5]=[CH:4][CH:3]=1.[ClH:14].CCO>CO>[ClH:14].[CH2:1]([CH:8]1[CH2:13][CH2:12][CH2:11][CH2:10][NH:9]1)[C:2]1[CH:7]=[CH:6][CH:5]=[CH:4][CH:3]=1 |f:4.5|. Reactants: C(C)(=O)OCC (ethyl acetate), CN(C1=C(C(=NC=C1C)CSC1=NC2=C(N1)C=CC(=C2)OC)Cl)C (2-(4-dimethylamino-3-chloro-5-methyl-2-pyridylmethylthio)-5-methoxy-(1H)-benzimidazole). Product: CN(C1=C(C(=NC=C1)CS(=O)C1=NC2=C(N1)C=CC(=C2)OC)Cl)C (2-(4-dimethylamino-3-chloro-2-pyridylmethylsulphinyl)-5-methoxy-(1H)-benzimidazole). RXN SMILES: [CH3:1][N:2]([CH3:24])[C:3]1[C:8](C)=[CH:7][N:6]=[C:5]([CH2:10][S:11][C:12]2[NH:16][C:15]3[CH:17]=[CH:18][C:19]([O:21][CH3:22])=[CH:20][C:14]=3[N:13]=2)[C:4]=1[Cl:23].C(OCC)(=[O:27])C>>[CH3:1][N:2]([CH3:24])[C:3]1[CH:8]=[CH:7][N:6]=[C:5]([CH2:10][S:11]([C:12]2[NH:16][C:15]3[CH:17]=[CH:18][C:19]([O:21][CH3:22])=[CH:20][C:14]=3[N:13]=2)=[O:27])[C:4]=1[Cl:23]. Reported procedure: Substituting 2-(4-dimethylamino-3-chloro-2-pyridylmethylthio)-5-methoxy-(1H)-benzimidazole (3.43 g) for 2-(4-dimethylamino-3-chloro-5-methyl-2-pyridylmethylthio)-5-methoxy-(1H)-benzimidazole and using corresponding molar proportions of the other reagents in the method of Example 16, gave 2-(4-dimethylamino-3-chloro-2-pyridylmethylsulphinyl)-5-methoxy-(1H)-benzimidazole, (0.83 g), m.p. 113°-114° from ethyl acetate. Product: CC(C)(C)OC(=O)N1CCC(N2CCCCC2=S)CC1. Reaction SMILES: [CH3:21][O:22][c:23]1[cH:24][cH:25][c:26]([P:27]2(=[S:30])[S:28][P:29]([c:31]3[cH:32][cH:33][c:34]([O:35][CH3:36])[cH:37][cH:38]3)(=[S:39])[S:40]2)[cH:41][cH:42]1.[CH3:43][c:44]1[cH:45][cH:46][cH:47][cH:48][cH:49]1.[O:1]=[C:2]1[N:3]([CH:8]2[CH2:9][CH2:10][N:11]([C:14](=[O:15])[O:16][C:17]([CH3:18])([CH3:19])[CH3:20])[CH2:12][CH2:13]2)[CH2:4][CH2:5][CH2:6][CH2:7]1>>[C:2]1(=[S:30])[N:3]([CH:8]2[CH2:9][CH2:10][N:11]([C:14](=[O:15])[O:16][C:17]([CH3:18])([CH3:19])[CH3:20])[CH2:12][CH2:13]2)[CH2:4][CH2:5][CH2:6][CH2:7]1. Reactants: COc1ccc(P2(=S)SP(=S)(c3ccc(OC)cc3)S2)cc1, Cc1ccccc1, CC(C)(C)OC(=O)N1CCC(N2CCCCC2=O)CC1. The reactants are FC=1C=C2C3=C(N(C2=CC1)CC1=CC=CC2=CC=CC=C12)C(OC(C3)=O)=O (6-Fluoro-9-naphthalen-1-ylmethyl-4,9-dihydro-pyrano[3,4-b]indole-1,3-dione), C(C)NCC (diethylamine). The product is C(C)N(C(=O)CC1=C(N(C2=CC=C(C=C12)F)CC1=CC=CC2=CC=CC=C12)C(=O)O)CC (3-Diethylcarbamoylmethyl-5-fluoro-1-naphthalen-1-ylmethyl-1H-indole-2-carboxylic acid). Reaction SMILES: [F:1][C:2]1[CH:3]=[C:4]2[C:8](=[CH:9][CH:10]=1)[N:7]([CH2:11][C:12]1[C:21]3[C:16](=[CH:17][CH:18]=[CH:19][CH:20]=3)[CH:15]=[CH:14][CH:13]=1)[C:6]1[C:22](=[O:27])[O:23][C:24](=[O:26])[CH2:25][C:5]2=1.[CH2:28]([NH:30][CH2:31][CH3:32])[CH3:29]>>[CH2:28]([N:30]([CH2:31][CH3:32])[C:24]([CH2:25][C:5]1[C:4]2[C:8](=[CH:9][CH:10]=[C:2]([F:1])[CH:3]=2)[N:7]([CH2:11][C:12]2[C:21]3[C:16](=[CH:17][CH:18]=[CH:19][CH:20]=3)[CH:15]=[CH:14][CH:13]=2)[C:6]=1[C:22]([OH:23])=[O:27])=[O:26])[CH3:29]. Reported procedure: 6-Fluoro-9-naphthalen-1-ylmethyl-4,9-dihydro-pyrano[3,4-b]indole-1,3-dione (from Example 68.1.) was ring opened with diethylamine at 22° C. to give the title compound as a white solid. MS: 433.2 ([M+H]+). Reactants: C=CCN(CC=C)Cc1ccc(S(=O)(=O)N2CCC(C(=O)OC)CC2)s1, C1CCOC1, CNOC, CC(C)[Mg+], [Cl-]. The product is C=CCN(CC=C)Cc1ccc(S(=O)(=O)N2CCC(C(=O)N(C)OC)CC2)s1. As a reaction SMILES: [CH2:1]([CH:2]=[CH2:3])[N:4]([CH2:5][CH:6]=[CH2:7])[CH2:8][c:9]1[cH:10][cH:11][c:12]([S:14](=[O:15])(=[O:16])[N:17]2[CH2:18][CH2:19][CH:20]([C:23](=[O:24])[O:25][CH3:26])[CH2:21][CH2:22]2)[s:13]1.[CH2:36]1[O:37][CH2:38][CH2:39][CH2:40]1.[CH3:27][NH:28][O:29][CH3:30].[CH:32]([Mg+:33])([CH3:34])[CH3:35].[Cl-:31]>>[CH2:1]([CH:2]=[CH2:3])[N:4]([CH2:5][CH:6]=[CH2:7])[CH2:8][c:9]1[cH:10][cH:11][c:12]([S:14](=[O:15])(=[O:16])[N:17]2[CH2:18][CH2:19][CH:20]([C:23](=[O:24])[N:28]([CH3:27])[O:29][CH3:30])[CH2:21][CH2:22]2)[s:13]1.